Dataset: the Open Reaction Database (ORD), a public repository of structured organic reaction records. Task: describe an organic reaction: reactants, conditions, products, and yield The reactants are [OH-].[Na+] (NaOH), C1=C(C=CC=C1O)C (m-cresol), C(Cl)C1CO1 (epichlorohydrin). Run in C1(=CC=CC=C1)C (toluene), O (H2O). Conditions: time 16 hour. Product: C1(=CC(=CC=C1)OCC1CO1)C (3-(m-tolyloxy)-1,2-epoxypropane). Isolated yield 82.0%. As a reaction SMILES: [OH-].[Na+].[CH:3]1[C:8]([OH:9])=[CH:7][CH:6]=[CH:5][C:4]=1[CH3:10].[CH2:11]([CH:13]1[O:15][CH2:14]1)Cl>O.C1(C)C=CC=CC=1>[C:4]1([CH3:10])[CH:5]=[CH:6][CH:7]=[C:8]([O:9][CH2:11][CH:13]2[O:15][CH2:14]2)[CH:3]=1 |f:0.1|. Procedure details: To a solution of 50 g (1.25 mol) of NaOH in 1200 ml H2O was added 108 g (1 mol) of m-cresol freshly distilled and at 15° C. in one lot 117ml (1.5 mol) of epichlorohydrin. The emulsion was stirred at room temperature for 16 hours in a creased flask. The product was taken up in 1000 ml of toluene and washed with 500 ml water. Distillation yielded 135.7 g=82% of product, bp 61° C. (0.05 mm). The reactants are CCCCCC (hexane), C(CCC)[Li] (butyllithium), C1(CCC2=CC=CC=C12)=O (1-indanone), BrCC(=O)OCC (ethyl bromoacetate), CCCCCC (hexane). Solvent: CCOCC (ether), [Cl-].[Na+].O (brine), CCCCCC.C1=CC=CC=C1 (hexane benzene), CCOCC (ether), CCOCC (ether). The product is C(C)OC(CC1C(C2=CC=CC=C2C1)=O)=O (1-Oxoindane-2-acetic acid ethyl ester). Reaction SMILES: CCCCCC.C([Li])CCC.[C:12]1(=[O:21])[C:20]2[C:15](=[CH:16][CH:17]=[CH:18][CH:19]=2)[CH2:14][CH2:13]1.Br[CH2:23][C:24]([O:26][CH2:27][CH3:28])=[O:25]>CCOCC.[Cl-].[Na+].O.CCCCCC.C1C=CC=CC=1>[CH2:27]([O:26][C:24](=[O:25])[CH2:23][CH:13]1[CH2:14][C:15]2[C:20](=[CH:19][CH:18]=[CH:17][CH:16]=2)[C:12]1=[O:21])[CH3:28] |f:5.6.7,8.9|. Procedure: A hexane solution containing 0.41 mole of butyllithium is diluted with 1 l. of dry ether. A solution of 1-indanone (50.3 g, 0.38 mole) in 500 ml of dry ether is added dropwise at -10° C with stirring. After the addition is completed, the reaction mixture is stirred for 30 min. A solution of ethyl bromoacetate (63 g) in ether (100 ml) is added slowly from a dropping funnel. The reaction is stopped immediately by careful addition of saturated brine solution. The organic layer is separated and wash... The reactants are N1=CC(=CC=C1)OC1=C(C(=O)O)C=CC=N1 (2-(Pyridin-3-yloxy)-nicotinic acid), S(=O)(Cl)Cl (thionyl chloride), N1=CC=C(C=C1)CN (C-Pyridin-4-yl-methylamine). Yields the product N1=CC=C(C=C1)CNC(C1=C(N=CC=C1)OC=1C=NC=CC1)=O (N-Pyridin4-ylmethyl-2-(pyridin-3-yloxy)-nicotinamide). RXN SMILES: [N:1]1[CH:6]=[CH:5][CH:4]=[C:3]([O:7][C:8]2[N:16]=[CH:15][CH:14]=[CH:13][C:9]=2[C:10]([OH:12])=O)[CH:2]=1.S(Cl)(Cl)=O.[N:21]1[CH:26]=[CH:25][C:24]([CH2:27][NH2:28])=[CH:23][CH:22]=1>>[N:21]1[CH:26]=[CH:25][C:24]([CH2:27][NH:28][C:10](=[O:12])[C:9]2[CH:13]=[CH:14][CH:15]=[N:16][C:8]=2[O:7][C:3]2[CH:2]=[N:1][CH:6]=[CH:5][CH:4]=2)=[CH:23][CH:22]=1. Reported procedure: A solution of 2-(Pyridin-3-yloxy)-nicotinic acid (0.0664 grams, 0.31 mmole) in thionyl chloride (1.12 ml, 15.4 mmole) was heated to 50° C. After 1.5 hours the reaction mixture was cooled to room temperature and concentrated under reduced pressure. Pyridine (2.5 ml) was added followed by C-Pyridin-4-yl-methylamine (47 μl, 0.47 mmole) at room temperature. After 2 hours the mixture was concentrated to remove pyridine. The crude product was purified by chromatography on silica gel eluting with 9/1 e...